Dataset: the Open Reaction Database (ORD), a public repository of structured organic reaction records. Task: describe an organic reaction: reactants, conditions, products, and yield Reactants: [H-].[Na+] (sodium hydride), C(C)(C)(C)OC(=O)N1[C@@H](C[C@H](C1)OS(=O)(=O)C)C(NC)=O ((2S, 4R)-1-(t-butoxycarbonyl)-4-methanesulfonyloxy-2-methylcarbamoylpyrrolidine), [Cl-].[Na+] (sodium chloride), COC1=CC=C(CS)C=C1 (4-methoxybenzyl mercaptan). The solvent is CN(C=O)C (dimethylformamide), O1CCCC1 (tetrahydrofuran). Reaction conditions: time 30 minute. The product is C(C)(C)(C)OC(=O)N1[C@@H](C[C@@H](C1)SCC1=CC=C(C=C1)OC)C(NC)=O ((2S, 4S)-1-(t-Butoxycarbonyl)-4-(4-methoxybenzyl-thio)-2-methylcarbamoylpyrrolidine). RXN SMILES: [H-].[Na+].[CH3:3][O:4][C:5]1[CH:12]=[CH:11][C:8]([CH2:9][SH:10])=[CH:7][CH:6]=1.[C:13]([O:17][C:18]([N:20]1[CH2:24][C@H:23](OS(C)(=O)=O)[CH2:22][C@H:21]1[C:30](=[O:33])[NH:31][CH3:32])=[O:19])([CH3:16])([CH3:15])[CH3:14].[Cl-].[Na+]>O1CCCC1.CN(C)C=O>[C:13]([O:17][C:18]([N:20]1[CH2:24][C@@H:23]([S:10][CH2:9][C:8]2[CH:11]=[CH:12][C:5]([O:4][CH3:3])=[CH:6][CH:7]=2)[CH2:22][C@H:21]1[C:30](=[O:33])[NH:31][CH3:32])=[O:19])([CH3:16])([CH3:15])[CH3:14] |f:0.1,4.5|. Reported procedure: 1.80 g of sodium hydride (as a 55% w/w dispersion in mineral oil) was added, whilst ice-cooling, to a solution of 5.70 ml of 4-methoxybenzyl mercaptan dissolved in 100 ml of dry tetrahydrofuran, and the mixture was then stirred at 0° to 5° C. for 30 minutes. At the end of this time, a solution of 11.00 g of (2S, 4R)-1-(t-butoxycarbonyl)-4-methanesulfonyloxy-2-methylcarbamoylpyrrolidine [prepared as described in step (2) above] in 80 ml of dry dimethylformamide was added to the mixture, and the m...